This data is from the Open Reaction Database (ORD), a public repository of structured organic reaction records. The task is: describe an organic reaction: reactants, conditions, products, and yield Starting materials: C1(CCCCC1)CC1=C(N=C2N1C=CC(=C2)C(N(CC)CC)=O)C(=O)OCC (Ethyl 3-cyclohexylmethyl-7-(N,N-diethylcarbamoyl)imidazo[1,2-a]pyridine-2-carboxylate), Cl (hydrochloric acid), [OH-].[Li+] (lithium hydroxide), hydrate. Run in C(C)O (ethanol). Run at temperature 50 celsius, time 1 hour. Product: C1(CCCCC1)CC1=C(N=C2N1C=CC(=C2)C(N(CC)CC)=O)C(=O)O (3-cyclohexylmethyl-7-(N,N-diethylcarbamoyl)imidazo[1,2-a]pyridine-2-carboxylic acid). Isolated yield 65.8%. As a reaction SMILES: [CH:1]1([CH2:7][C:8]2[N:12]3[CH:13]=[CH:14][C:15]([C:17](=[O:23])[N:18]([CH2:21][CH3:22])[CH2:19][CH3:20])=[CH:16][C:11]3=[N:10][C:9]=2[C:24]([O:26]CC)=[O:25])[CH2:6][CH2:5][CH2:4][CH2:3][CH2:2]1.[OH-].[Li+].Cl>C(O)C>[CH:1]1([CH2:7][C:8]2[N:12]3[CH:13]=[CH:14][C:15]([C:17](=[O:23])[N:18]([CH2:19][CH3:20])[CH2:21][CH3:22])=[CH:16][C:11]3=[N:10][C:9]=2[C:24]([OH:26])=[O:25])[CH2:2][CH2:3][CH2:4][CH2:5][CH2:6]1 |f:1.2|. Reported procedure: Compound 1 (947 mg, 2.46 mmol) was suspended in a 50% ethanol aqueous solution (10 mL), and the suspension was stirred at 50° C. for 1 hour after adding lithium hydroxide.1 hydrate (130 mg, 3.10 mmol). Under ice-cooled condition, 3 mol/L hydrochloric acid was added to the reaction mixture. The precipitated solid was collected by filteration, and dried under reduced pressure to give 3-cyclohexylmethyl-7-(N,N-diethylcarbamoyl)imidazo[1,2-a]pyridine-2-carboxylic acid (579 mg, yield 66%). Reactants: C(C1=CC=CC=C1)OC(=O)C1=CC=C(OC2=C(C(=C(C(=C2F)F)F)F)C(F)(F)F)C=C1 (2-(4-benzyloxycarbonylphenoxy)-1-trifluoromethyl-3,4,5,6-tetrafluorobenzene), C(O)([O-])=O.[K+] (potassium hydrogencarbonate), [N+](=O)([O-])C1=C(C=C([O-])C=C1)OCC1=CC=CC=C1.[K+] (potassium 4-nitro-3-benzyloxyphenoxide), C([O-])([O-])=O.[K+].[K+] (potassium carbonate). Run in CS(=O)C (dimethyl sulfoxide). Run at time 24 hour. The product is [N+](=O)([O-])C1=C(C=C(OC2=C(C(=C(C(=C2F)F)C(F)(F)F)OC2=CC=C(C=C2)C(=O)OCC2=CC=CC=C2)F)C=C1)OCC1=CC=CC=C1 (4-(4-nitro-3-benzyloxyphenoxy)-2-(4-benzyloxycarbonylphenoxy)-1-trifluoromethyl-3,5,6-trifluorobenzene). Yield: 94.0%. Reaction SMILES: [CH2:1]([O:8][C:9]([C:11]1[CH:31]=[CH:30][C:14]([O:15][C:16]2[C:21]([F:22])=[C:20](F)[C:19]([F:24])=[C:18]([F:25])[C:17]=2[C:26]([F:29])([F:28])[F:27])=[CH:13][CH:12]=1)=[O:10])[C:2]1[CH:7]=[CH:6][CH:5]=[CH:4][CH:3]=1.[N+:32]([C:35]1[CH:41]=[CH:40][C:38]([O-:39])=[CH:37][C:36]=1[O:42][CH2:43][C:44]1[CH:49]=[CH:48][CH:47]=[CH:46][CH:45]=1)([O-:34])=[O:33].[K+].C(=O)([O-])[O-].[K+].[K+].C(=O)([O-])O.[K+]>CS(C)=O>[N+:32]([C:35]1[CH:41]=[CH:40][C:38]([O:39][C:20]2[C:19]([F:24])=[C:18]([F:25])[C:17]([C:26]([F:27])([F:28])[F:29])=[C:16]([O:15][C:14]3[CH:13]=[CH:12][C:11]([C:9]([O:8][CH2:1][C:2]4[CH:3]=[CH:4][CH:5]=[CH:6][CH:7]=4)=[O:10])=[CH:31][CH:30]=3)[C:21]=2[F:22])=[CH:37][C:36]=1[O:42][CH2:43][C:44]1[CH:45]=[CH:46][CH:47]=[CH:48][CH:49]=1)([O-:34])=[O:33] |f:1.2,3.4.5,6.7|. Procedure details: 40 g of the 2-(4-benzyloxycarbonylphenoxy)-1-trifluoromethyl-3,4,5,6-tetrafluorobenzene (0.09 mol) prepared as described in Example 9 and 25.5 g of potassium 4-nitro-3-benzyloxyphenoxide (0.09 mol) are dissolved in 400 ml of dimethyl sulfoxide. 30 g of potassium carbonate (0.22 mol) are added in portions to the solution. The mixture is then stirred at room temperature for 24 hours and then heated at 60° C. for 24 hours, and 15 g of potassium hydrogencarbonate (0.15 mol) are then added. The react... Starting materials: [Br-], COc1ccc(CCNC(=O)C(=CO)c2ccc(Cl)cc2)cc1OC, CCCC[N+](CCCC)(CCCC)CCCC, COCCOC, FC(F)Cl, Cl, [K+], [OH-]. Product: COc1ccc(CCNC(=O)C(=COC(F)F)c2ccc(Cl)cc2)cc1OC. RXN SMILES: [Br-:33].[CH3:1][O:2][c:3]1[cH:4][c:5]([CH2:11][CH2:12][NH:13][C:14]([C:15](=[CH:16][OH:17])[c:18]2[cH:19][cH:20][c:21]([Cl:24])[cH:22][cH:23]2)=[O:25])[cH:6][cH:7][c:8]1[O:9][CH3:10].[CH3:34][CH2:35][CH2:36][CH2:37][N+:38]([CH2:39][CH2:40][CH2:41][CH3:42])([CH2:43][CH2:44][CH2:45][CH3:46])[CH2:47][CH2:48][CH2:49][CH3:50].[CH3:51][O:52][CH2:53][CH2:54][O:55][CH3:56].[Cl:28][CH:29]([F:30])[F:31].[ClH:32].[K+:27].[OH-:26]>>[CH3:1][O:2][c:3]1[cH:4][c:5]([CH2:11][CH2:12][NH:13][C:14]([C:15](=[CH:16][O:17][CH:29]([F:30])[F:31])[c:18]2[cH:19][cH:20][c:21]([Cl:24])[cH:22][cH:23]2)=[O:25])[cH:6][cH:7][c:8]1[O:9][CH3:10]. Conditions: temperature 0 celsius, time 1 hour. Reaction SMILES: [CH3:1][O:2][C:3]1[C:18]([O:19][CH3:20])=[CH:17][C:6]2[CH2:7][C:8](=[O:16])[N:9]([CH2:12][CH2:13][CH:14]=O)[CH2:10][CH2:11][C:5]=2[CH:4]=1.[CH3:21][NH2:22].[BH4-].[Na+]>CO>[CH3:1][O:2][C:3]1[C:18]([O:19][CH3:20])=[CH:17][C:6]2[CH2:7][C:8](=[O:16])[N:9]([CH2:12][CH2:13][CH2:14][NH:22][CH3:21])[CH2:10][CH2:11][C:5]=2[CH:4]=1 |f:2.3|. Yields the product COC1=CC2=C(CC(N(CC2)CCCNC)=O)C=C1OC (7,8-Dimethoxy-3-[3-(methylamino)propyl]-1,3,4,5-tetrahydro-2H-3-benzazepin-2-one). Reported procedure: Dissolve 50 g (0.18 mol) of 3-(7,8-dimethoxy-2-oxo-1,2,4,5-tetrahydro-3H-3-benzazepin-3-yl)propanal in 625 ml of methanol. Cool the resulting solution to 0° C. and then add 62.5 ml (0.81 mol; 4.5 equivalents) of an aqueous 40% methylamine solution. Stir for one hour at 0° C. and then add 7.5 g (0.2 mol; 1.1 equivalent) of NaBH4. Stir for 30 minutes at 0° C. and then stir for 12 hours at ambient temperature. Evaporate off the methanol. The residue is taken up in aqueous hydrochloric acid solution... The reactants are CN (methylamine), COC1=CC2=C(CC(N(CC2)CCC=O)=O)C=C1OC (3-(7,8-dimethoxy-2-oxo-1,2,4,5-tetrahydro-3H-3-benzazepin-3-yl)propanal), [BH4-].[Na+] (NaBH4). Run in CO (methanol). Yield: 80.0%. Starting materials: FC=1C=C(CO)C=CC1 (3-fluorobenzyl alcohol), [H-].[Na+] (sodium hydride), [Cl-].[NH4+] (ammonium chloride), BrC1=CN=C2N1N=C(C=C2)Cl (3-Bromo-6-chloroimidazo[1,2-b]pyridazine). Run in CN(C=O)C (N,N-dimethylformamide). Conditions: time 10 minute. The product is BrC1=CN=C2N1N=C(C=C2)OCC2=CC(=CC=C2)F (3-Bromo-6-[(3-fluorophenyl)methoxy]imidazo[1,2-b]pyridazine). Yield: 86.6%. As a reaction SMILES: [F:1][C:2]1[CH:3]=[C:4]([CH:7]=[CH:8][CH:9]=1)[CH2:5][OH:6].[H-].[Na+].[Br:12][C:13]1[N:17]2[N:18]=[C:19](Cl)[CH:20]=[CH:21][C:16]2=[N:15][CH:14]=1.[Cl-].[NH4+]>CN(C)C=O>[Br:12][C:13]1[N:17]2[N:18]=[C:19]([O:6][CH2:5][C:4]3[CH:7]=[CH:8][CH:9]=[C:2]([F:1])[CH:3]=3)[CH:20]=[CH:21][C:16]2=[N:15][CH:14]=1 |f:1.2,4.5|. Procedure: To a solution of 3-fluorobenzyl alcohol (0.59 g) in N,N-dimethylformamide (20 ml), sodium hydride (55% oil, 0.26 g) was added under ice cooling, and the mixture was stirred at the same temperature as above for 10 minutes. 3-Bromo-6-chloroimidazo[1,2-b]pyridazine (1 g) was added to the reaction solution, and the mixture was stirred at the same temperature as above for 1 hour. A saturated aqueous solution of ammonium chloride was added to the reaction solution, followed by extraction with ethyl ac...